Dataset: the Open Reaction Database (ORD), a public repository of structured organic reaction records. Task: describe an organic reaction: reactants, conditions, products, and yield Reactants: ClC=1C=C2C(C(NC2=CC1)=O)(N(C)C)C1=C(C=CC=C1)Cl (5-chloro-3-(2-chlorophenyl)-1,3-dihydro-3-dimethylaminoindol-2-one), BrCC1=CC=C(C(=O)OC(C)(C)C)C=C1 (tert-butyl 4-bromomethylbenzoate). Run in CCOC(=O)C.CCCCCC (AcOEt hexane). The product is ClC=1C=C2C(C(N(C2=CC1)CC1=CC=C(C(=O)OC(C)(C)C)C=C1)=O)(N(C)C)C1=C(C=CC=C1)Cl (tert-Butyl 4-[5-chloro-3-(2-chlorophenyl)-2,3-dihydro-3-dimethylamino-2-oxoindol-1-yl]methylbenzoate). Reaction SMILES: [Cl:1][C:2]1[CH:3]=[C:4]2[C:8](=[CH:9][CH:10]=1)[NH:7][C:6](=[O:11])[C:5]2([C:15]1[CH:20]=[CH:19][CH:18]=[CH:17][C:16]=1[Cl:21])[N:12]([CH3:14])[CH3:13].Br[CH2:23][C:24]1[CH:36]=[CH:35][C:27]([C:28]([O:30][C:31]([CH3:34])([CH3:33])[CH3:32])=[O:29])=[CH:26][CH:25]=1>CCOC(C)=O.CCCCCC>[Cl:1][C:2]1[CH:3]=[C:4]2[C:8](=[CH:9][CH:10]=1)[N:7]([CH2:23][C:24]1[CH:36]=[CH:35][C:27]([C:28]([O:30][C:31]([CH3:32])([CH3:34])[CH3:33])=[O:29])=[CH:26][CH:25]=1)[C:6](=[O:11])[C:5]2([C:15]1[CH:20]=[CH:19][CH:18]=[CH:17][C:16]=1[Cl:21])[N:12]([CH3:14])[CH3:13] |f:2.3|. Procedure details: This compound is prepared according to the procedure described in EXAMPLE 89 from 1.5 g of 5-chloro-3-(2-chlorophenyl)-1,3-dihydro-3-dimethylaminoindol-2-one and 1.40 g of tert-butyl 4-bromomethylbenzoate. Chromatography on silica using a gradient of an AcOEt/hexane mixture (from 10/90; v/v to 20/80; v/v) as the eluent gives the expected product. m=1.5 g. Product: C1(=CC=CC=C1)[C@H]1NC(OC1(C)C)=O ((R)-4-Phenyl-5,5-dimethyloxazolidin-2-one). Reactants: OC([C@@H](C1=CC=CC=C1)NC(C(Cl)(Cl)Cl)=O)(C)C (N-[(1R)-2-Hydroxy-2-methyl-1-phenylpropyl]-2,2,2-trichloroethanamide), C([O-])([O-])=O.[K+].[K+] (potassium carbonate). Reported procedure: To a solution of (14) (1.655 g, 5.33 mmol) in ethanol (140 ml) was added potassium carbonate (0.369 g. 2.67 mmol) and the solution was refluxed for 30 minutes. After concentration in vacuo, dichloromethane was added and the mixture was washed with saturated aqueous sodium chloride solution. Concentration in vacuo gave crude crystalline solid which was purified by recrystallisation in ethyl acetate/pentane to give the title compound (15) (0.939 g, 92%); mp 149° C.; νmax (CHCl3) 1753 cm-1 ; [α]D25... The solvent is C(C)O (ethanol). As a reaction SMILES: [OH:1][C:2]([CH3:18])([CH3:17])[C@H:3]([NH:10][C:11](=[O:16])C(Cl)(Cl)Cl)[C:4]1[CH:9]=[CH:8][CH:7]=[CH:6][CH:5]=1.C(=O)([O-])[O-].[K+].[K+]>C(O)C>[C:4]1([C@@H:3]2[C:2]([CH3:18])([CH3:17])[O:1][C:11](=[O:16])[NH:10]2)[CH:9]=[CH:8][CH:7]=[CH:6][CH:5]=1 |f:1.2.3|. The yield is 92.1%. Reactants: CCCC[Sn](Cl)(Cl)CCCC, C1CCOC1, COC(=O)c1ccc2c(C=O)c[nH]c2c1, Nc1ccc(N2CCOCC2)cc1, [SiH3]c1ccccc1. The product is COC(=O)c1ccc2c(CNc3ccc(N4CCOCC4)cc3)c[nH]c2c1. Reaction SMILES: [CH2:29]([Sn:30]([Cl:31])([Cl:32])[CH2:33][CH2:34][CH2:35][CH3:36])[CH2:37][CH2:38][CH3:39].[CH2:47]1[O:48][CH2:49][CH2:50][CH2:51]1.[CH3:1][O:2][C:3](=[O:4])[c:5]1[cH:6][cH:7][c:8]2[c:9]([CH:14]=[O:15])[cH:10][nH:11][c:12]2[cH:13]1.[O:16]1[CH2:17][CH2:18][N:19]([c:22]2[cH:23][cH:24][c:25]([NH2:26])[cH:27][cH:28]2)[CH2:20][CH2:21]1.[c:40]1([SiH3:41])[cH:42][cH:43][cH:44][cH:45][cH:46]1>>[CH3:1][O:2][C:3](=[O:4])[c:5]1[cH:6][cH:7][c:8]2[c:9]([CH2:14][NH:26][c:25]3[cH:24][cH:23][c:22]([N:19]4[CH2:18][CH2:17][O:16][CH2:21][CH2:20]4)[cH:28][cH:27]3)[cH:10][nH:11][c:12]2[cH:13]1. Starting materials: CC(=O)OC(C)=O, CC(O)c1c(Cl)ccc(F)c1Cl, ClCCl, c1ccncc1. Product: CC(=O)OC(C)c1c(Cl)ccc(F)c1Cl. Reaction SMILES: [CH3:1][C:2](=[O:3])[O:4][C:5]([CH3:6])=[O:7].[Cl:14][c:15]1[c:16]([CH:23]([OH:24])[CH3:25])[c:17]([Cl:22])[cH:18][cH:19][c:20]1[F:21].[Cl:26][CH2:27][Cl:28].[cH:8]1[cH:9][cH:10][n:11][cH:12][cH:13]1>>[CH3:1][CH:2]([O:4][C:5]([CH3:6])=[O:7])[c:16]1[c:15]([Cl:14])[c:20]([F:21])[cH:19][cH:18][c:17]1[Cl:22]. The reactants are hydrochloride salt, FC=1C=C(C[C@@H]([C@H]([C@H](CCCC)O)O)N)C=C(C1)F ((1S,2R,3S)-1-(3,5-difluorobenzyl)-2,3-dihydroxyheptylamine), CC=1C=C(C=C(C(=O)O)C1)C(=O)N(CCC)CCC (5-methyl-N,N-dipropyl-isophthalamic acid), CCN(C(C)C)C(C)C (DIEA), amine. Product: FC=1C=C(C[C@@H]([C@H]([C@H](CCCCC)O)O)NC(C2=CC(C(=O)N(CCC)CCC)=CC(=C2)C)=O)C=C(C1)F (N1-[(1S,2R,3S)-1-(3,5-difluorobenzyl)-2,3-dihydroxy-octyl]-5-methyl-N3,N3-dipropyl-isophthalamide). RXN SMILES: [F:1][C:2]1[CH:3]=[C:4]([CH:16]=[C:17]([F:19])[CH:18]=1)[CH2:5][C@H:6]([NH2:15])[C@@H:7]([OH:14])[C@@H:8]([OH:13])[CH2:9][CH2:10][CH2:11][CH3:12].[CH3:20][C:21]1[CH:22]=[C:23]([C:30]([N:32]([CH2:36][CH2:37][CH3:38])[CH2:33][CH2:34][CH3:35])=[O:31])[CH:24]=[C:25]([CH:29]=1)[C:26](O)=[O:27].[CH3:39]CN(C(C)C)C(C)C>>[F:1][C:2]1[CH:3]=[C:4]([CH:16]=[C:17]([F:19])[CH:18]=1)[CH2:5][C@H:6]([NH:15][C:26](=[O:27])[C:25]1[CH:29]=[C:21]([CH3:20])[CH:22]=[C:23]([C:30]([N:32]([CH2:36][CH2:37][CH3:38])[CH2:33][CH2:34][CH3:35])=[O:31])[CH:24]=1)[C@@H:7]([OH:14])[C@@H:8]([OH:13])[CH2:9][CH2:10][CH2:11][CH2:12][CH3:39]. Reported procedure: The hydrochloride salt of (1S,2R,3S)-1-(3,5-difluorobenzyl)-2,3-dihydroxyheptylamine (0.1 mmol) was reacted with 5-methyl-N,N-dipropyl-isophthalamic acid as described in method A (addition of an extra equivalent of DIEA to neutralize the amine salt) to give N1-[(1S,2R,3S)-1-(3,5-difluorobenzyl)-2,3-dihydroxy-octyl]-5-methyl-N3,N3-dipropyl-isophthalamide. MS (ESI+) for C29H40F2N2O4 m/z 540.9 (M+Na)+. Starting materials: C(C1=CC=CC=C1)(=O)N (benzamide), [H-].[Na+] (NaH), C1CCOC1 (THF). Run at temperature 60 celsius. Yields the product CC1=C(C(=O)N)C=CC=C1 (methyl benzamide). Yield: 91.0%. RXN SMILES: [C:1]([NH2:9])(=[O:8])[C:2]1[CH:7]=[CH:6][CH:5]=[CH:4][CH:3]=1.[H-].[Na+].[CH2:12]1COCC1>>[CH3:12][C:3]1[CH:4]=[CH:5][CH:6]=[CH:7][C:2]=1[C:1]([NH2:9])=[O:8] |f:1.2|. Procedure details: Treat the product of step 5 (10.54 g, 23.3 mmol) in THF (170 mL) with 60% NaH (1.87 g, 47 mmol) followed by CH31I (1.9 mL, 30.5 mmol). Heat the reaction mixture at 60° C. for 30 min and then partition between Et2O (250 mL) and H2O (500 mL). Extract the aqueous layer with Et2O (500 mL), wash the combined organic layers with brine (250 mL), dry with MgSO4 and concentrate to give 9.9 g of the methyl benzamide product as a colorless oil (21 mmol, 91%). The reactants are C(C)(=O)[O-].[K+] (Potassium acetate), Cl (Hydrogen chloride), C1(O)=CC(O)=CC=C1 (resorcinol), ClCC#N (chloroacetonitrile). The reagents and catalysts are [Cl-].[Zn+2].[Cl-] (zinc chloride). Solvent: C(C)O (ethanol), CCOCC (ether), O (water). The product is OC1=CC=C2C(COC2=C1)=O (6-hydroxycoumaran-3-one). Yield: 53.6%. RXN SMILES: Cl.[C:2]1([CH:9]=[CH:8][CH:7]=[C:5]([OH:6])[CH:4]=1)[OH:3].ClCC#N.[C:14]([O-])(=[O:16])[CH3:15].[K+]>[Cl-].[Zn+2].[Cl-].O.C(O)C.CCOCC>[OH:3][C:2]1[CH:4]=[C:5]2[C:7]([C:14](=[O:16])[CH2:15][O:6]2)=[CH:8][CH:9]=1 |f:3.4,5.6.7|. Procedure: Hydrogen chloride gas was blown into a mixture of 150 g (1.36 moles) of resorcinol, 800 ml of dry ether, 100 g (1.32 moles) of chloroacetonitrile and 100 g (0.73 mole) of zinc chloride for about 2 hours. Crystals which precipitated were obtained by decantation. The crystals were washed with ether and 1500 ml of water was added. The mixture was refluxed for 1 hour and then cooled. The crystals were collected by filtration. Potassium acetate (130 g; 1.33 moles) and 850 ml of ethanol were added to ... Reactants: Cc1ccccc1, COC(=O)CC(=O)C(C)C, Nc1ccccc1, O. The product is CC(C)C(=O)CC(=O)Nc1ccccc1. Reaction SMILES: [CH3:1][c:2]1[cH:3][cH:4][cH:5][cH:6][cH:7]1.[CH3:8][CH:9]([C:10]([CH2:11][C:12]([O:14][CH3:13])=[O:15])=[O:16])[CH3:17].[NH2:18][c:19]1[cH:20][cH:21][cH:22][cH:23][cH:24]1.[OH2:25]>>[CH3:8][CH:9]([C:10]([CH2:11][C:12](=[O:14])[NH:18][c:19]1[cH:20][cH:21][cH:22][cH:23][cH:24]1)=[O:16])[CH3:17]. Starting materials: C(C1=CC=CC=C1)N1CCC(CC1)(C1=CC=C(C=C1)C)O (N-benzyl-4-hydroxy-4-(4-methylphenyl)-piperidine), C(C)(=O)OCC (ethyl acetate), [H][H] (hydrogen). Reagents/catalysts: [Pd] (palladium). The solvent is C(C)O (ethanol). The product is OC1(CCNCC1)C1=CC=C(C=C1)C (4-hydroxy-4-(4-methylphenyl)-piperidine). As a reaction SMILES: C([N:8]1[CH2:13][CH2:12][C:11]([OH:21])([C:14]2[CH:19]=[CH:18][C:17]([CH3:20])=[CH:16][CH:15]=2)[CH2:10][CH2:9]1)C1C=CC=CC=1.C(OCC)(=O)C.[H][H]>[Pd].C(O)C>[OH:21][C:11]1([C:14]2[CH:19]=[CH:18][C:17]([CH3:20])=[CH:16][CH:15]=2)[CH2:12][CH2:13][NH:8][CH2:9][CH2:10]1. Procedure details: 30 g of N-benzyl-4-hydroxy-4-(4-methylphenyl)-piperidine in a mixture of equal parts of ethyl acetate and ethanol with palladium (5% on charcoal) is hydrogenated until one equivalent of hydrogen has been absorbed to give 4-hydroxy-4-(4-methylphenyl)-piperidine, m.p. 137°-138° (from ethyl acetate). Reactants: C1(=CC=CC=C1)[C@@H]1[C@@H](C1)C(=O)OCC (ethyl cis-2-phenylcyclopropanecarboxylate), [H-].[Li+].[Al+3].[H-].[H-].[H-] (aluminum lithium hydride), O.O.O.O.O.O.O.O.O.O.S(=O)(=O)([O-])[O-].[Na+].[Na+] (sodium sulfate decahydrate). The solvent is C(C)OCC (diethyl ether), C(C)OCC (diethyl ether). Conditions: time 2 hour. Yields the product C1(=CC=CC=C1)[C@@H]1[C@@H](C1)CO ((cis-2-phenylcyclopropyl)methanol). Isolated yield 102.9%. As a reaction SMILES: [C:1]1([C@H:7]2[CH2:9][C@H:8]2[C:10](OCC)=[O:11])[CH:6]=[CH:5][CH:4]=[CH:3][CH:2]=1.[H-].[Li+].[Al+3].[H-].[H-].[H-].O.O.O.O.O.O.O.O.O.O.S([O-])([O-])(=O)=O.[Na+].[Na+]>C(OCC)C>[C:1]1([C@H:7]2[CH2:9][C@H:8]2[CH2:10][OH:11])[CH:6]=[CH:5][CH:4]=[CH:3][CH:2]=1 |f:1.2.3.4.5.6,7.8.9.10.11.12.13.14.15.16.17.18.19|. Procedure: To a solution in diethyl ether (12.0 mL) of the ethyl cis-2-phenylcyclopropanecarboxylate (1.51 g) obtained in step (1) above, a suspension of aluminum lithium hydride (393 mg) in diethyl ether (12.0 mL) was added at 0° C. After being brought to room temperature, the mixture was stirred for 2 hours. After adding sodium sulfate decahydrate at 0° C., the reaction mixture was brought to room temperature and stirred for an hour. After removing the insoluble matter by filtration, the filtrate was con...